The task is: describe an organic reaction: reactants, conditions, products, and yield. This data is from the Open Reaction Database (ORD), a public repository of structured organic reaction records. Reactants: C[O-].[Na+] (Sodium methoxide), C(C)(=O)C1=CC=C(C(=O)N)C=C1 (4-acetyl-benzamide), COC1=CC=C(O1)C=O (5-methoxy-furan-2-carbaldehyde), CO (methanol). Reaction SMILES: C[O-].[Na+].[C:4]([C:7]1[CH:15]=[CH:14][C:10]([C:11]([NH2:13])=[O:12])=[CH:9][CH:8]=1)(=[O:6])[CH3:5].[CH3:16][O:17][C:18]1[O:22][C:21]([CH:23]=O)=[CH:20][CH:19]=1.CO>CN(C)C=O>[CH3:16][O:17][C:18]1[O:22][C:21](/[CH:23]=[CH:5]/[C:4]([C:7]2[CH:15]=[CH:14][C:10]([C:11]([NH2:13])=[O:12])=[CH:9][CH:8]=2)=[O:6])=[CH:20][CH:19]=1 |f:0.1|. Yields the product COC1=CC=C(O1)/C=C/C(=O)C1=CC=C(C(=O)N)C=C1 (4-[(E)-3-(5-methoxy-furan-2-yl)-acryloyl]-benzamide). Run at temperature 45 celsius, time 8 hour. Procedure details: Sodium methoxide (in portions) was added, over a time interval of about three minutes, to 4-acetyl-benzamide (1.38 g, 8.5 mmol) and 5-methoxy-furan-2-carbaldehyde (1.31 g, 10.6 mmol) in a 1:1 mixture of methanol and dimethylformamide (16 mL). The resulting solution was placed under N2 and stirred overnight at 45° C. The reaction mixture was then evaporated to dryness under vacuum, followed by the addition of water and brine (100 mL) to the resulting residue. The aqueous solution was extracted wi... Run in CN(C=O)C (dimethylformamide). Reactants: ClC1=CC=C(N=N1)N(C1CC(NC(C1)(C)C)(C)C)C (6-chloro-N-methyl-N-(2,2,6,6-tetramethylpiperidin-4-yl)pyridazin-3-amine), FC1=C(C(=CC=C1)OC)B(O)O ((2-fluoro-6-methoxyphenyl)boronic acid), [O-]P(=O)([O-])[O-].[K+].[K+].[K+] (K3PO4). Reagents/catalysts: CC(C)C1=CC(=C(C(=C1)C(C)C)C2=CC=CC=C2P(C3CCCCC3)C4CCCCC4)C(C)C.C1=CC=C([C-]=C1)CCN.Cl[Pd+] (XPhos Precatalyst). The solvent is C1CCOC1.O (THF water). Reaction conditions: time 4 hour. Product: FC1=C(C(=CC=C1)OC)C1=C(N=NC=C1)N(C1CC(NC(C1)(C)C)(C)C)C ((2-Fluoro-6-methoxyphenyl)-N-methyl-N-(2,2,6,6-tetramethylpiperidin-4-yl)pyridazin-3-amine). Isolated yield 77.0%. RXN SMILES: Cl[C:2]1[N:7]=[N:6][C:5]([N:8]([CH3:19])[CH:9]2[CH2:14][C:13]([CH3:16])([CH3:15])[NH:12][C:11]([CH3:18])([CH3:17])[CH2:10]2)=[CH:4][CH:3]=1.[F:20][C:21]1[CH:26]=[CH:25][CH:24]=[C:23]([O:27][CH3:28])[C:22]=1B(O)O.[O-]P([O-])([O-])=O.[K+].[K+].[K+]>CC(C1C=C(C(C)C)C(C2C(P(C3CCCCC3)C3CCCCC3)=CC=CC=2)=C(C(C)C)C=1)C.C1C=[C-]C(CCN)=CC=1.Cl[Pd+].C1COCC1.O>[F:20][C:21]1[CH:26]=[CH:25][CH:24]=[C:23]([O:27][CH3:28])[C:22]=1[C:4]1[CH:3]=[CH:2][N:7]=[N:6][C:5]=1[N:8]([CH3:19])[CH:9]1[CH2:14][C:13]([CH3:16])([CH3:15])[NH:12][C:11]([CH3:18])([CH3:17])[CH2:10]1 |f:2.3.4.5,6.7.8,9.10|. Reported procedure: Intermediate 1-1 (2.83 g, 10.0 mmol), (2-fluoro-6-methoxyphenyl)boronic acid, and K3PO4 (5.52 g, 26.0 mmol) were added to a microwave vial. 2nd Generation XPhos Precatalyst (0.32 g, 0.40 mmol) was then added to the mixture followed by addition of 1:1 THF/water (50 mL). The reaction mixture was sealed and stirred at RT for 4 h then extracted with CH2Cl2 (2×). The crude material was purified by catch and release using SiliaBond Propylsulfonic Acid® (3 eq, MeOH as eluent and a 2 N ammonia solution ... Starting materials: C(\C=C\CCCCCCC)(=O)O (trans-2-decenoic acid), COCCO (methyl cellosolve). The product is C(\C=C\CCCCCCC)(=O)OCCOC ((E)-2-methoxyethyl dec-2-enoate). Reaction SMILES: [C:1]([OH:12])(=[O:11])/[CH:2]=[CH:3]/[CH2:4][CH2:5][CH2:6][CH2:7][CH2:8][CH2:9][CH3:10].[CH3:13][O:14][CH2:15][CH2:16]O>>[C:1]([O:12][CH2:16][CH2:15][O:14][CH3:13])(=[O:11])/[CH:2]=[CH:3]/[CH2:4][CH2:5][CH2:6][CH2:7][CH2:8][CH2:9][CH3:10]. Reported procedure: The same operation as in Example 1-1 or 1-2 was carried out using trans-2-decenoic acid and methyl cellosolve as starting materials to give the aimed compound. Starting materials: ClC1=NC=C(C(=O)NC2=CC=C(C=C2)OC(F)(F)Cl)C=C1C=1C=NC=NC1 (6-chloro-N-(4-(chlorodifluoromethoxy)phenyl)-5-(pyrimidin-5-yl)nicotinamide), Cl.FC1(CNCC1)F (3,3-difluoropyrrolidine hydrochloride). Procedure details: The title compound was prepared in an analogous fashion to that described in Example 224 using 6-chloro-N-(4-(chlorodifluoromethoxy)phenyl)-5-(pyrimidin-5-yl)nicotinamide (Stage 247.1) and 3,3-difluoropyrrolidine hydrochloride (no extraction with citric acid). After purification by flash chromatography on Silica gel, the residue was suspended in iPr2O (10 mL) and stirred for 30 min. Crystals were filtrated off, washed with iPr2O (10 mL) and dried to afford the title product as a white solid. HPL... Run at time 30 minute. Product: ClC(OC1=CC=C(C=C1)NC(C1=CN=C(C(=C1)C=1C=NC=NC1)N1CC(CC1)(F)F)=O)(F)F (N-(4-(Chlorodifluoromethoxy)phenyl)-6-(3,3-difluoropyrrolidin-1-yl)-5-(pyrimidin-5-yl)nicotinamide). Reaction SMILES: Cl[C:2]1[C:21]([C:22]2[CH:23]=[N:24][CH:25]=[N:26][CH:27]=2)=[CH:20][C:5]([C:6]([NH:8][C:9]2[CH:14]=[CH:13][C:12]([O:15][C:16]([Cl:19])([F:18])[F:17])=[CH:11][CH:10]=2)=[O:7])=[CH:4][N:3]=1.Cl.[F:29][C:30]1([F:35])[CH2:34][CH2:33][NH:32][CH2:31]1>>[Cl:19][C:16]([F:18])([F:17])[O:15][C:12]1[CH:13]=[CH:14][C:9]([NH:8][C:6](=[O:7])[C:5]2[CH:20]=[C:21]([C:22]3[CH:23]=[N:24][CH:25]=[N:26][CH:27]=3)[C:2]([N:32]3[CH2:33][CH2:34][C:30]([F:35])([F:29])[CH2:31]3)=[N:3][CH:4]=2)=[CH:10][CH:11]=1 |f:1.2|. Starting materials: ClC=1C(=NN(C1C(F)(F)F)C)C1=CC(=C(C=C1F)O)[N+](=O)[O-] (4-(4-chloro-1-methyl-5-(trifluoromethyl)-1H-pyrazol-3-yl)-5-fluoro-2-nitrophenol), C(=O)([O-])[O-].[K+].[K+] (K2CO3), BrCC(=O)OCC (ethyl bromoacetate). The solvent is CC(=O)C (acetone), O (water). Reaction conditions: temperature 40 celsius, time 4 hour. Product: ClC=1C(=NN(C1C(F)(F)F)C)C1=CC(=C(OCC(=O)OCC)C=C1F)[N+](=O)[O-] ((4-(4-chloro-1-methyl-5-(trifluoromethyl)-1H-pyrazol-3-yl)-5-fluoro-2-nitrophenoxy)acetic acid, ethyl ester). Isolated yield 97.9%. As a reaction SMILES: [Cl:1][C:2]1[C:3]([C:12]2[C:17]([F:18])=[CH:16][C:15]([OH:19])=[C:14]([N+:20]([O-:22])=[O:21])[CH:13]=2)=[N:4][N:5]([CH3:11])[C:6]=1[C:7]([F:10])([F:9])[F:8].C([O-])([O-])=O.[K+].[K+].Br[CH2:30][C:31]([O:33][CH2:34][CH3:35])=[O:32]>CC(C)=O.O>[Cl:1][C:2]1[C:3]([C:12]2[C:17]([F:18])=[CH:16][C:15]([O:19][CH2:30][C:31]([O:33][CH2:34][CH3:35])=[O:32])=[C:14]([N+:20]([O-:22])=[O:21])[CH:13]=2)=[N:4][N:5]([CH3:11])[C:6]=1[C:7]([F:10])([F:8])[F:9] |f:1.2.3|. Procedure: At 25° C., 6.11 g (0.018 mole) 4-(4-chloro-1-methyl-5-(trifluoromethyl)-1H-pyrazol-3-yl)-5-fluoro-2-nitrophenol, 2.5 g (0.019 mole) K2CO3, and 2.0 mL (0.019 mole) ethyl bromoacetate were slurried in 100 mL acetone. The reaction mixture was stirred at 40° C. for 4 hours. The mixture was cooled, diluted with 100 mL cold water, and extracted four times with ethyl acetate. The ethyl acetate extracts were washed with brine, dried over anhydrous MgSO4, and stripped in vacuo. The residue was recrystall...